From a dataset of the Open Reaction Database (ORD), a public repository of structured organic reaction records. describe an organic reaction: reactants, conditions, products, and yield Starting materials: COC1=C(C=CC(=C1)CCN1CCN(CC1)C1=NC=CC=C1)O (2-methoxy-4-[2-(4-pyridin-2-yl-piperazin-1-yl)ethyl)phenol), C([O-])([O-])=O.[Cs+].[Cs+] (cesium carbonate), N1(CCOCC1)C(=O)Cl (4-morpholinecarbonyl chloride). Solvent: C(C)(=O)OCC (ethyl acetate), C(C)#N.ClCCl (acetonitrile dichloromethane). Yields the product Cl.COC1=C(C=CC(=C1)CCN1CCN(CC1)C1=NC=CC=C1)OC(=O)N1CCOCC1 (Morpholine-4-carboxylic Acid 2-methoxy-4-[2-(4-pyridin-2-yl-piperazin-1-yl)ethyl]phenyl Ester Hydrochloride). Yield: 40.6%. As a reaction SMILES: [CH3:1][O:2][C:3]1[CH:8]=[C:7]([CH2:9][CH2:10][N:11]2[CH2:16][CH2:15][N:14]([C:17]3[CH:22]=[CH:21][CH:20]=[CH:19][N:18]=3)[CH2:13][CH2:12]2)[CH:6]=[CH:5][C:4]=1[OH:23].C(=O)([O-])[O-].[Cs+].[Cs+].[N:30]1([C:36]([Cl:38])=[O:37])[CH2:35][CH2:34][O:33][CH2:32][CH2:31]1>C(#N)C.ClCCl.C(OCC)(=O)C>[ClH:38].[CH3:1][O:2][C:3]1[CH:8]=[C:7]([CH2:9][CH2:10][N:11]2[CH2:12][CH2:13][N:14]([C:17]3[CH:22]=[CH:21][CH:20]=[CH:19][N:18]=3)[CH2:15][CH2:16]2)[CH:6]=[CH:5][C:4]=1[O:23][C:36]([N:30]1[CH2:35][CH2:34][O:33][CH2:32][CH2:31]1)=[O:37] |f:1.2.3,5.6,8.9|. Reported procedure: To a solution of 2-methoxy-4-[2-(4-pyridin-2-yl-piperazin-1-yl)ethyl)phenol (1.5 g) and cesium carbonate (1.6 g) in 25% acetonitrile/dichloromethane was added 4-morpholinecarbonyl chloride (1.4 g), with stirring, under nitrogen. The reaction mixture was stirred for 18 hrs under nitrogen, diluted with ethyl acetate, and the layers were separated. The organic layer was washed with brine, dried over anhydrous sodium sulfate and concentrated. The residue was flash chromatographed (silica), eluting w...